This data is from the Open Reaction Database (ORD), a public repository of structured organic reaction records. The task is: describe an organic reaction: reactants, conditions, products, and yield Starting materials: FC=1C=C(C=C(C1NS(=O)(=O)C)F)C(C)NC(=O)C=1N=C(OC1)Cl (2-Chloro-oxazole-4-carboxylic acid [1-(3,5-difluoro-4-methanesulfonylamino-phenyl)-ethyl]-amide), C1(CCC1)C=1C=C(C=CC1)O (3-cyclobutyl-phenol). Yields the product FC=1C=C(C=C(C1NS(=O)(=O)C)F)C(C)NC(=O)C=1N=C(OC1)OC1=CC(=CC=C1)C1CCC1 (2-(3-Cyclobutyl-phenoxy)-oxazole-4-carboxylic acid [1-(3,5-difluoro-4-methanesulfonylamino-phenyl)-ethyl]-amide). Isolated yield 98.6%. Reaction SMILES: [F:1][C:2]1[CH:3]=[C:4]([CH:14]([NH:16][C:17]([C:19]2[N:20]=[C:21](Cl)[O:22][CH:23]=2)=[O:18])[CH3:15])[CH:5]=[C:6]([F:13])[C:7]=1[NH:8][S:9]([CH3:12])(=[O:11])=[O:10].[CH:25]1([C:29]2[CH:30]=[C:31]([OH:35])[CH:32]=[CH:33][CH:34]=2)[CH2:28][CH2:27][CH2:26]1>>[F:1][C:2]1[CH:3]=[C:4]([CH:14]([NH:16][C:17]([C:19]2[N:20]=[C:21]([O:35][C:31]3[CH:32]=[CH:33][CH:34]=[C:29]([CH:25]4[CH2:28][CH2:27][CH2:26]4)[CH:30]=3)[O:22][CH:23]=2)=[O:18])[CH3:15])[CH:5]=[C:6]([F:13])[C:7]=1[NH:8][S:9]([CH3:12])(=[O:11])=[O:10]. Procedure: 2-Chloro-oxazole-4-carboxylic acid [1-(3,5-difluoro-4-methanesulfonylamino-phenyl)-ethyl]-amide (50 mg, 0.13 mmol) was reacted with 3-cyclobutyl-phenol (38.7 mg, 0.26 mmol) to give the title compound (63 mg, 98%) after purification by column chromatography (gradient 12% to 100% EtOAc in n-hexane). Reaction SMILES: [Cl:1][C:2]1[CH:7]=[CH:6][C:5]([N:8]2[C:24](=[O:25])[C:11]3=[CH:12][NH:13][C:14]([CH3:23])=[C:15]([C:16]4[CH:21]=[CH:20][CH:19]=[C:18](I)[CH:17]=4)[C:10]3=[N:9]2)=[CH:4][CH:3]=1.[NH:26]1[CH:30]=[CH:29][N:28]=[CH:27]1.C(=O)([O-])[O-].[K+].[K+]>CN1CCCC1=O.[Cu]>[Cl:1][C:2]1[CH:7]=[CH:6][C:5]([N:8]2[C:24](=[O:25])[C:11]3=[CH:12][NH:13][C:14]([CH3:23])=[C:15]([C:16]4[CH:21]=[CH:20][CH:19]=[C:18]([N:26]5[CH:30]=[CH:29][N:28]=[CH:27]5)[CH:17]=4)[C:10]3=[N:9]2)=[CH:4][CH:3]=1 |f:2.3.4|. Product: ClC1=CC=C(C=C1)N1N=C2C(=CNC(=C2C2=CC(=CC=C2)N2C=NC=C2)C)C1=O (2-(4-Chlorophenyl)-2,5-dihydro-6-methyl-7-[3-(imidazol-1-yl)phenyl]-pyrazolo[4,3-c]pyridin-3-one). Starting materials: ClC1=CC=C(C=C1)N1N=C2C(=CNC(=C2C2=CC(=CC=C2)I)C)C1=O (2-(4-chlorophenyl)-2,5-dihydro-7-(3-iodophenyl)-6-methylpyrazolo[4,3-c]pyridin-3-one), N1C=NC=C1 (imidazole), C([O-])([O-])=O.[K+].[K+] (potassium carbonate). Solvent: CN1C(CCC1)=O (1-methyl-2-pyrrolidinone). Yield: 34.7%. Reaction conditions: temperature 140 celsius. Reported procedure: A mixture of 2-(4-chlorophenyl)-2,5-dihydro-7-(3-iodophenyl)-6-methylpyrazolo[4,3-c]pyridin-3-one (0.100 g, 0.217 mmol), imidazole (33.9 mg, 0.498 mmol), potassium carbonate (29.9 mg, 0.216 mmol), and copper bronze (1 mg) in 1-methyl-2-pyrrolidinone (0.6 ml) was heated at 140° C. under nitrogen for 90 h. Purification by flash chromatography (silica gel, 3-10% MeOH/CH2Cl2) gave 30.3 mg (35%) of the title compound. This was recrystallised from CH2Cl2-MeOH-EtOAc; 1H NMR (400 MHz, DMSO-d6) δ2.29 (3H... The reagents and catalysts are [Cu] (copper bronze). Reactants: Cl, CC(=O)NC(Cc1cc(F)c(F)cc1F)Cc1nnc2n1ccc1ncnn12. Yields the product NC(Cc1cc(F)c(F)cc1F)Cc1nnc2n1ccc1ncnn12. RXN SMILES: [ClH:29].[n:1]1[n:2][c:3]([CH2:13][CH:14]([CH2:15][c:16]2[c:17]([F:24])[cH:18][c:19]([F:23])[c:20]([F:22])[cH:21]2)[NH:25][C:26](=[O:27])[CH3:28])[n:4]2[c:5]1[n:6]1[c:7]([cH:8][cH:9]2)[n:10][cH:11][n:12]1>>[n:1]1[n:2][c:3]([CH2:13][CH:14]([CH2:15][c:16]2[c:17]([F:24])[cH:18][c:19]([F:23])[c:20]([F:22])[cH:21]2)[NH2:25])[n:4]2[c:5]1[n:6]1[c:7]([cH:8][cH:9]2)[n:10][cH:11][n:12]1. Starting materials: CCO, CCOc1ccc2nnc(Cl)n2n1, [K+], O=C(NCCN1CCOCC1)Nc1nc2ccc(S)cc2s1, O, O=P([O-])(O)O, OC(CS)C(O)CS. Product: CCOc1ccc2nnc(Sc3ccc4nc(NC(=O)NCCN5CCOCC5)sc4c3)n2n1. As a reaction SMILES: [CH3:51][CH2:52][OH:53].[Cl:37][c:38]1[n:39][n:40][c:41]2[n:42]1[n:43][c:44]([O:47][CH2:48][CH3:49])[cH:45][cH:46]2.[K+:23].[O:1]1[CH2:2][CH2:3][N:4]([CH2:7][CH2:8][NH:9][C:10](=[O:11])[NH:12][c:13]2[s:14][c:15]3[c:16]([n:17]2)[cH:18][cH:19][c:20]([SH:22])[cH:21]3)[CH2:5][CH2:6]1.[OH2:50].[OH:24][P:25](=[O:26])([O-:27])[OH:28].[SH:29][CH2:30][CH:31]([CH:32]([CH2:33][SH:34])[OH:35])[OH:36]>>[O:1]1[CH2:2][CH2:3][N:4]([CH2:7][CH2:8][NH:9][C:10](=[O:11])[NH:12][c:13]2[s:14][c:15]3[c:16]([n:17]2)[cH:18][cH:19][c:20]([S:22][c:38]2[n:39][n:40][c:41]4[n:42]2[n:43][c:44]([O:47][CH2:48][CH3:49])[cH:45][cH:46]4)[cH:21]3)[CH2:5][CH2:6]1. Starting materials: COC(=O)Cc1cccc(Oc2ccc(Br)cc2C=O)c1, NCC(O)c1ccccc1. Product: COC(=O)Cc1cccc(Oc2ccc(Br)cc2CNCC(O)c2ccccc2)c1. As a reaction SMILES: [CH3:1][O:2][C:3]([CH2:4][c:5]1[cH:6][c:7]([O:11][c:12]2[c:13]([CH:19]=[O:20])[cH:14][c:15]([Br:18])[cH:16][cH:17]2)[cH:8][cH:9][cH:10]1)=[O:21].[NH2:22][CH2:23][CH:24]([OH:25])[c:26]1[cH:27][cH:28][cH:29][cH:30][cH:31]1>>[CH3:1][O:2][C:3]([CH2:4][c:5]1[cH:6][c:7]([O:11][c:12]2[c:13]([CH2:19][NH:22][CH2:23][CH:24]([OH:25])[c:26]3[cH:27][cH:28][cH:29][cH:30][cH:31]3)[cH:14][c:15]([Br:18])[cH:16][cH:17]2)[cH:8][cH:9][cH:10]1)=[O:21]. Starting materials: I(=O)(=O)(=O)[O-].[Na+] (sodium metaperiodate), C(C)OC(=O)NCCSCC(=O)OCC (ethyl 2-[2-(ethoxycarbonylamino)ethylthio]acetate). Run in O (water), CO (methanol). The product is C(C)OC(=O)NCCS(=O)CC(=O)OCC (Ethyl 2-[2-(ethoxycarbonylamino)ethylsulfinyl]-acetate). Isolated yield 78.8%. RXN SMILES: I([O-])(=O)(=O)=[O:2].[Na+].[CH2:7]([O:9][C:10]([NH:12][CH2:13][CH2:14][S:15][CH2:16][C:17]([O:19][CH2:20][CH3:21])=[O:18])=[O:11])[CH3:8]>O.CO>[CH2:7]([O:9][C:10]([NH:12][CH2:13][CH2:14][S:15]([CH2:16][C:17]([O:19][CH2:20][CH3:21])=[O:18])=[O:2])=[O:11])[CH3:8] |f:0.1|. Procedure: There was dissolved 149.7 g (0.7 mol) of sodium metaperiodate in 1400 ml of water, and thereto was added dropwise a solution of 164.5 g (0.7 mol) of ethyl 2-[2-(ethoxycarbonylamino)ethylthio]acetate in 125 ml of methanol under cooling with ice. After dropping the mixture was stirred for, hours under cooling with ice. The precipitate was removed by filtration and washed with water and with chloroform, successively. The filtrate was extracted with chloroform and dried over anhydrous sodium sulfate... The reactants are CC[SiH](CC)CC, ClCCl, CCCCC(O)c1c(-c2ccc3c(C)c(OCC#N)ccc3c2)oc2ccccc12, O=C(O)C(F)(F)F. Product: CCCCCc1c(-c2ccc3c(C)c(OCC#N)ccc3c2)oc2ccccc12. As a reaction SMILES: [CH2:31]([SiH:32]([CH2:33][CH3:34])[CH2:35][CH3:36])[CH3:37].[CH2:45]([Cl:46])[Cl:47].[OH:1][CH:2]([CH2:3][CH2:4][CH2:5][CH3:6])[c:7]1[c:8](-[c:16]2[cH:17][c:18]3[cH:19][cH:20][c:21]([O:27][CH2:28][C:29]#[N:30])[c:22]([CH3:26])[c:23]3[cH:24][cH:25]2)[o:9][c:10]2[c:11]1[cH:12][cH:13][cH:14][cH:15]2.[OH:38][C:39]([C:40]([F:41])([F:42])[F:43])=[O:44]>>[CH2:2]([CH2:3][CH2:4][CH2:5][CH3:6])[c:7]1[c:8](-[c:16]2[cH:17][c:18]3[cH:19][cH:20][c:21]([O:27][CH2:28][C:29]#[N:30])[c:22]([CH3:26])[c:23]3[cH:24][cH:25]2)[o:9][c:10]2[c:11]1[cH:12][cH:13][cH:14][cH:15]2. Starting materials: BrC1=C(C=CC=C1)OC (2-Bromoanisole), C(CCC)[Li] (n-butyllithium), C1COC2(CCC(CC2)=O)O1 (1,4-Cyclohexanedione mono-ethylene ketal), C([O-])(O)=O.[Na+] (sodium bicarbonate). The solvent is C1CCOC1 (THF), C1CCOC1 (THF). Conditions: temperature -78 celsius, time 10 minute. Yields the product COC1=C(C=CC=C1)C1(CCC2(OCCO2)CC1)O (8-(2-Methoxy-phenyl)-1,4-dioxaspiro[4.5]decan-8-ol). As a reaction SMILES: Br[C:2]1[CH:7]=[CH:6][CH:5]=[CH:4][C:3]=1[O:8][CH3:9].C([Li])CCC.[CH2:15]1[O:25][C:18]2([CH2:23][CH2:22][C:21](=[O:24])[CH2:20][CH2:19]2)[O:17][CH2:16]1.C(=O)(O)[O-].[Na+]>C1COCC1>[CH3:9][O:8][C:3]1[CH:4]=[CH:5][CH:6]=[CH:7][C:2]=1[C:21]1([OH:24])[CH2:22][CH2:23][C:18]2([O:25][CH2:15][CH2:16][O:17]2)[CH2:19][CH2:20]1 |f:3.4|. Reported procedure: To a solution of 2-Bromoanisole (1.87 g, 10.0 mmol) in 10 mL THF under Argon was added n-butyllithium (4.0 mL 2.5M in hexane, 10.0 mmol) cooled to −78° C. The solution was stirred 10 min. at −78° C., and a solution of 1,4-Cyclohexanedione mono-ethylene ketal (1.56 g, 10.0 mmol) in 10 mL THF was added slowly. The solution was warmed to r.t. and stirred for 60 min., then poured onto saturated sodium bicarbonate and extracted with ethylacetate. The combined organic layers were washed with saturated... Reactants: N1C(=NC=C1)C1CCN(CC1)C(=O)OC(C)(C)C (tert-butyl 4-(1H-imidazol-2-yl)piperidine-1-carboxylate), ClC(C)Cl (dichloroethane), ClN1C(CCC1=O)=O (N-chlorosuccinimide). Run at time 14 hour. The product is ClC=1N=C(NC1Cl)C1CCN(CC1)C(=O)OC(C)(C)C (tert-butyl 4-(4,5-dichloro-1H-imidazol-2-yl)piperidine-1-carboxylate). Yield: 29.0%. RXN SMILES: [NH:1]1C=C[N:3]=[C:2]1[CH:6]1[CH2:11][CH2:10][N:9]([C:12]([O:14][C:15]([CH3:18])([CH3:17])[CH3:16])=[O:13])[CH2:8][CH2:7]1.[Cl:19]N1C(=O)CCC1=O.Cl[CH:28]([Cl:30])[CH3:29]>>[Cl:19][C:29]1[N:1]=[C:2]([CH:6]2[CH2:11][CH2:10][N:9]([C:12]([O:14][C:15]([CH3:18])([CH3:17])[CH3:16])=[O:13])[CH2:8][CH2:7]2)[NH:3][C:28]=1[Cl:30]. Procedure: Add tert-butyl 4-(1H-imidazol-2-yl)piperidine-1-carboxylate (6.00 g, 23.87 mmol) in dichloroethane (200 mL). Add N-chlorosuccinimide (3.19 g, 1.0 eq). Stir at room temperature under nitrogen for 14 hours. Concentrate the reaction mixture in vacuo. Purify by silica gel chromatography, eluting with hexanes to 9:1 hexanes:ethyl acetate to 4:1 hexanes:ethyl acetate to 2:1 hexanes:ethyl acetate to 1:1 hexanes:ethyl acetate, to give two major spots. Concentrate fractions containing the higher Rf spot ...